Task: describe an organic reaction: reactants, conditions, products, and yield. Dataset: the Open Reaction Database (ORD), a public repository of structured organic reaction records As a reaction SMILES: [Cl:27][CH2:28][Cl:29].[N:1]1([C:6](=[O:7])[O:8][CH2:9][c:10]2[cH:11][cH:12][cH:13][cH:14][cH:15]2)[CH2:2][CH:3]=[CH:4][CH2:5]1.[OH:16][O:17][C:18]([c:19]1[cH:20][c:21]([Cl:22])[cH:23][cH:24][cH:25]1)=[O:26]>>[N:1]1([C:6](=[O:7])[O:8][CH2:9][c:10]2[cH:11][cH:12][cH:13][cH:14][cH:15]2)[CH2:2][CH:3]2[CH:4]([CH2:5]1)[O:16]2. Starting materials: ClCCl, O=C(OCc1ccccc1)N1CC=CC1, O=C(OO)c1cccc(Cl)c1. Yields the product O=C(OCc1ccccc1)N1CC2OC2C1. Product: ClC=1C(=CC=C2C=CN=CC12)S (8-chloro-7-mercaptoisoquinoline). RXN SMILES: C([N:4]1[CH2:13][CH2:12][C:11]2[C:6](=[C:7]([Cl:15])[C:8]([SH:14])=[CH:9][CH:10]=2)[CH2:5]1)(=O)C.ClC1C(O)=CC=C2C=1C=NC=C2.CN(C)C(Cl)=S.ClC1C(SC(=O)N(C)C)=CC=C2C=1C=NC=C2>>[Cl:15][C:7]1[C:8]([SH:14])=[CH:9][CH:10]=[C:11]2[C:6]=1[CH:5]=[N:4][CH:13]=[CH:12]2. Starting materials: C(C)(=O)N1CC2=C(C(=CC=C2CC1)S)Cl (N-acetyl-8-chloro-7-mercapto-1,2,3,4-tetrahydroisoquinoline), ClC=1C(=CC=C2C=CN=CC12)SC(N(C)C)=O (8-chloro-7-dimethylcarbamoylthioisoquinoline), ClC=1C(=CC=C2C=CN=CC12)O (8-chloro-7-hydroxyisoquinoline), CN(C(=S)Cl)C (dimethylthiocarbamyl chloride). Procedure: Alternatively, N-acetyl-8-chloro-7-mercapto-1,2,3,4-tetrahydroisoquinoline can be prepared by reacting 8-chloro-7-hydroxyisoquinoline with dimethylthiocarbamyl chloride and rearranging the resulting compound to 8-chloro-7-dimethylcarbamoylthioisoquinoline. This compound is hydrolyzed to give 8-chloro-7-mercaptoisoquinoline which is then reduced and acylated. Yields the product BrC=1C=CC(=NC1)OC (5-Bromo-2-methoxypyridine). As a reaction SMILES: [OH-].[K+].[CH3:3][O:4][C:5]1[CH:10]=[CH:9][CH:8]=[CH:7][N:6]=1.[Br:11]Br.C([O-])(O)=O.[Na+]>O.[K+].[Br-]>[Br:11][C:8]1[CH:9]=[CH:10][C:5]([O:4][CH3:3])=[N:6][CH:7]=1 |f:0.1,4.5,7.8|. Solvent: O (water), [K+].[Br-] (KBr). The reactants are [OH-].[K+] (KOH), COC1=NC=CC=C1 (2-methoxypyridine), BrBr (bromine), C(=O)(O)[O-].[Na+] (NaHCO3). Conditions: time 5 hour. Reported procedure: To a solution of KOH (4.2 g, 0.075 mol) in water (750 mL) was added 2-methoxypyridine 16-1 (16.4 g, 0.15 mol) followed by a dropwise addition of bromine (24 g, 0.15 mol) in 1N aqueous KBr (750 mL) and the resulting solution was stirred at room temperature for 5 hr. Solid NaHCO3 was added until basic and the solution was extracted with CHCl3 (3×500 mL). The organic layer was washed with 10% NaHSO3, then brine, dried over Na2SO4, filtered, and the solvent removed in vacuo. The resulting dark brown... The reactants are CCOC(=O)C(C)(C)Sc1cnc(N)s1, CC1CCC(N(CCCCc2ccccc2)C(=O)Nc2ncc(SC(C)(C)C(=O)O)s2)CC1, COc1ccc(CCO)cc1. The product is COc1ccc(CCN(C(=O)Nc2ncc(SC(C)(C)C(=O)O)s2)C2CCC(C)CC2)cc1. Reaction SMILES: [CH2:45]([O:46][C:47](=[O:48])[C:49]([S:50][c:51]1[s:52][c:53]([NH2:54])[n:55][cH:56]1)([CH3:57])[CH3:58])[CH3:59].[CH3:1][C:2]([C:3](=[O:4])[OH:5])([CH3:6])[S:7][c:8]1[cH:9][n:10][c:11]([NH:13][C:14](=[O:15])[N:16]([CH2:17][CH2:18][CH2:19][CH2:20][c:21]2[cH:22][cH:23][cH:24][cH:25][cH:26]2)[CH:27]2[CH2:28][CH2:29][CH:30]([CH3:33])[CH2:31][CH2:32]2)[s:12]1.[CH3:34][O:35][c:36]1[cH:37][cH:38][c:39]([CH2:42][CH2:43][OH:44])[cH:40][cH:41]1>>[CH3:1][C:2]([C:3](=[O:4])[OH:5])([CH3:6])[S:7][c:8]1[cH:9][n:10][c:11]([NH:13][C:14](=[O:15])[N:16]([CH2:17][CH2:18][c:39]2[cH:38][cH:37][c:36]([O:35][CH3:34])[cH:41][cH:40]2)[CH:27]2[CH2:28][CH2:29][CH:30]([CH3:33])[CH2:31][CH2:32]2)[s:12]1. Starting materials: O=C([O-])[O-], C#CCBr, CC(C)=O, [K+], [K+], CC(Cn1ncc2ccc(O)cc21)NC(=O)OCc1ccccc1. Yields the product C#CCOc1ccc2cnn(CC(C)NC(=O)OCc3ccccc3)c2c1. Reaction SMILES: [C:25](=[O:26])([O-:27])[O-:28].[CH2:31]([C:32]#[CH:33])[Br:34].[CH3:35][C:36](=[O:37])[CH3:38].[K+:29].[K+:30].[OH:1][c:2]1[cH:3][cH:4][c:5]2[cH:6][n:7][n:8]([CH2:11][CH:12]([CH3:13])[NH:14][C:15]([O:16][CH2:17][c:18]3[cH:19][cH:20][cH:21][cH:22][cH:23]3)=[O:24])[c:9]2[cH:10]1>>[O:1]([c:2]1[cH:3][cH:4][c:5]2[cH:6][n:7][n:8]([CH2:11][CH:12]([CH3:13])[NH:14][C:15]([O:16][CH2:17][c:18]3[cH:19][cH:20][cH:21][cH:22][cH:23]3)=[O:24])[c:9]2[cH:10]1)[CH2:33][C:32]#[CH:31]. Reactants: COC1=CC=C(C=C1)C(C(=O)O)CSC1=CC(=CC=C1)OC (2-(4-methoxyphenyl)-3-(3-methoxyphenylthio)propionic acid), C([O-])([O-])=O.[K+].[K+] (potassium carbonate), P(=O)(Cl)(Cl)Cl (phosphorus oxychloride). The solvent is C(C)#N (acetonitrile). Reaction conditions: temperature 60 celsius, time 18 hour. Product: COC1=CC=C2C(C(CSC2=C1)C1=CC=C(C=C1)OC)=O (7-methoxy-3-(4-methoxyphenyl)thiochroman-4-one). Reaction SMILES: [CH3:1][O:2][C:3]1[CH:8]=[CH:7][C:6]([CH:9]([CH2:13][S:14][C:15]2[CH:20]=[CH:19][CH:18]=[C:17]([O:21][CH3:22])[CH:16]=2)[C:10]([OH:12])=O)=[CH:5][CH:4]=1.C(=O)([O-])[O-].[K+].[K+].P(Cl)(Cl)(Cl)=O>C(#N)C>[CH3:22][O:21][C:17]1[CH:16]=[C:15]2[C:20]([C:10](=[O:12])[CH:9]([C:6]3[CH:5]=[CH:4][C:3]([O:2][CH3:1])=[CH:8][CH:7]=3)[CH2:13][S:14]2)=[CH:19][CH:18]=1 |f:1.2.3|. Procedure details: To acetonitrile solution (120 ml) of 2-(4-methoxyphenyl)-3-(3-methoxyphenylthio)propionic acid (4) (12.8 g, 40.3 mmol) obtained above was added potassium carbonate (1.59 g, 11.5 mmol) and phosphorus oxychloride (18.7 ml, 200 mmol) at 0° C. and then stirred for 18 hours at 60° C. The reaction solution was quenched with ice-water and extracted with ether. The organic layer was washed with saturated saline, dried over anhydrous magnesium sulfate and then distilled under reduced pressure to remove t...